From a dataset of the Open Reaction Database (ORD), a public repository of structured organic reaction records. describe an organic reaction: reactants, conditions, products, and yield Reactants: CCOC(=O)c1nc(C2CC2)nc(N)c1Br, C[Sn](C)(C)C, ClCCCl, Cl[Pd]Cl, c1ccc(P(c2ccccc2)c2ccccc2)cc1, c1ccc(P(c2ccccc2)c2ccccc2)cc1. Product: CCOC(=O)c1nc(C2CC2)nc(N)c1C. As a reaction SMILES: [CH2:1]([CH3:2])[O:3][C:4](=[O:5])[c:6]1[n:7][c:8]([CH:14]2[CH2:15][CH2:16]2)[n:9][c:10]([NH2:13])[c:11]1[Br:12].[CH3:17][Sn:18]([CH3:19])([CH3:20])[CH3:21].[Cl:22][CH2:23][CH2:24][Cl:25].[Pd:26]([Cl:27])[Cl:28].[c:29]1([P:30]([c:31]2[cH:32][cH:33][cH:34][cH:35][cH:36]2)[c:37]2[cH:38][cH:39][cH:40][cH:41][cH:42]2)[cH:43][cH:44][cH:45][cH:46][cH:47]1.[c:48]1([P:49]([c:50]2[cH:51][cH:52][cH:53][cH:54][cH:55]2)[c:56]2[cH:57][cH:58][cH:59][cH:60][cH:61]2)[cH:62][cH:63][cH:64][cH:65][cH:66]1>>[CH2:1]([CH3:2])[O:3][C:4](=[O:5])[c:6]1[n:7][c:8]([CH:14]2[CH2:15][CH2:16]2)[n:9][c:10]([NH2:13])[c:11]1[CH3:17].